Dataset: the Open Reaction Database (ORD), a public repository of structured organic reaction records. Task: describe an organic reaction: reactants, conditions, products, and yield Starting materials: C(C)OCC (diethyl ether), [C-]#N.[Na+] (sodium cyanide), ice, COC=1C=C(C=CC1)CCCI (3-(3-methoxyphenyl)propyl iodide). Run in CS(=O)C (methyl sulfoxide). Reaction conditions: temperature 90 celsius. Product: COC=1C=C(C=CC1)CCCC#N (4-(3-Methoxyphenyl)butyronitrile). Isolated yield 89.5%. Reaction SMILES: [C-:1]#[N:2].[Na+].[CH3:4][O:5][C:6]1[CH:7]=[C:8]([CH2:12][CH2:13][CH2:14]I)[CH:9]=[CH:10][CH:11]=1.C(OCC)C>CS(C)=O>[CH3:4][O:5][C:6]1[CH:7]=[C:8]([CH2:12][CH2:13][CH2:14][C:1]#[N:2])[CH:9]=[CH:10][CH:11]=1 |f:0.1|. Procedure: A magnetically stirred suspension of sodium cyanide (13.65 g, 265 mmol) in anhydrous methyl sulfoxide (65 mL) was treated dropwise with 3-(3-methoxyphenyl)propyl iodide (66.25 g, 240 mmol) at a rate sufficient to keep the temperature below 45° C. The suspension was heated at 90° C. for 1 h, cooled to room temperature, poured over ice (1000 g), treated with diethyl ether (500 mL), the layers separated, and the aqueous portion back-extracted with diethyl ether (2×300 mL). The combined organic extr... The reactants are NP(=O)(NC(C=CC=1OC2=C(N1)C=CC=C2)=O)N (N-(Diaminophosphinyl)-3-(2-benzoxazolyl)prop enamide), Pd--C. Solvent: CO (methanol). Conditions: time 1 hour. Product: NP(=O)(NC(CCC=1OC2=C(N1)C=CC=C2)=O)N (N-(Diaminophosphinyl)-3-(2-benzoxazolyl)propionamide). RXN SMILES: [NH2:1][P:2]([NH2:18])([NH:4][C:5](=[O:17])[CH:6]=[CH:7][C:8]1[O:9][C:10]2[CH:16]=[CH:15][CH:14]=[CH:13][C:11]=2[N:12]=1)=[O:3]>CO>[NH2:18][P:2]([NH2:1])([NH:4][C:5](=[O:17])[CH2:6][CH2:7][C:8]1[O:9][C:10]2[CH:16]=[CH:15][CH:14]=[CH:13][C:11]=2[N:12]=1)=[O:3]. Reported procedure: N-(Diaminophosphinyl)-3-(2-benzoxazolyl)prop enamide (0.25 g) was dissolved in methanol (30 ml) with heating, and 10% Pd--C (wet) (0.05 g) was added. The mixture was hydrogenated at room temaperature under atmospheric pressure for 1 hour. The catalyst was removed by filtration, and the filtrate was concentrated under reduced pressure. Precipitated crystals were collected by filtration to give N-(diaminophosphinyl)-3-(2-benzoxazolyl)propinonamide (0.17 g) as colorless crystals. The reactants are CC(CN1C=2C=CC=CC2SC3=C1C=CC=C3)N(C)C.Cl (Promethazine hydrochloride), S(=O)(=O)(OC)OC (dimethyl sulfate), S(=O)(=O)(OC)OC (dimethyl sulfate). Run in CC(=O)C (acetone). Reaction conditions: time 8 hour. Yields the product COS(=O)(=O)[O-].C[N+](C(CN1C2=CC=CC=C2SC=2C=CC=CC12)C)(C)C (trimethyl[1-methyl-2-(phenothiazine-10-yl)ethyl]ammonium methyl sulfate). As a reaction SMILES: [CH3:1][CH:2]([N:18]([CH3:20])[CH3:19])[CH2:3][N:4]1[C:13]2[CH:14]=[CH:15][CH:16]=[CH:17][C:12]=2[S:11][C:10]2[CH:9]=[CH:8][CH:7]=[CH:6][C:5]1=2.Cl.[S:22]([O:27]C)([O:25][CH3:26])(=[O:24])=[O:23]>CC(C)=O>[CH3:26][O:25][S:22]([O-:27])(=[O:24])=[O:23].[CH3:20][N+:18]([CH3:26])([CH3:19])[CH:2]([CH3:1])[CH2:3][N:4]1[C:5]2[CH:6]=[CH:7][CH:8]=[CH:9][C:10]=2[S:11][C:12]2[C:13]1=[CH:14][CH:15]=[CH:16][CH:17]=2 |f:0.1,4.5|. Reported procedure: dl-Promethazine hydrochloride (30 g.) was converted to the free base and was dissolved in absolute acetone and dimethyl sulfate (10 g.) was added (this is less than are equivalent of dimethyl sulfate due to its hazardous nature). After standing overnight, the solution was heated on a steam bath and cooled. The precipitated solid was filtered, washed with tetrahydrofuran and ether to provide dl-trimethyl[1-methyl-2-(phenothiazine-10-yl)ethyl]ammonium methyl sulfate, 27.6 g., m.p. 170°-173° C. Starting materials: N#CCBr, CC(C)(C)[O-], CS(C)=O, CCOC(C)=O, Cl, [K+], COC(=O)c1sc2ccc(OC)cc2c1O. Yields the product COC(=O)c1sc2ccc(OC)cc2c1OCC#N. RXN SMILES: [Br:23][CH2:24][C:25]#[N:26].[CH3:17][C:18]([CH3:19])([O-:20])[CH3:21].[CH3:28][S:29]([CH3:30])=[O:31].[CH3:32][CH2:33][O:34][C:35](=[O:36])[CH3:37].[ClH:27].[K+:22].[OH:1][c:2]1[c:3]2[c:4]([s:5][c:6]1[C:7](=[O:8])[O:9][CH3:10])[cH:11][cH:12][c:13]([O:15][CH3:16])[cH:14]2>>[O:1]([c:2]1[c:3]2[c:4]([s:5][c:6]1[C:7](=[O:8])[O:9][CH3:10])[cH:11][cH:12][c:13]([O:15][CH3:16])[cH:14]2)[CH2:24][C:25]#[N:26].